This data is from the Open Reaction Database (ORD), a public repository of structured organic reaction records. The task is: describe an organic reaction: reactants, conditions, products, and yield The reactants are C1CCOC1, CCCC[N+](CCCC)(CCCC)CCCC, ClCCl, [F-], CC(C)CN(c1ccc(C(O)(C#C[Si](C)(C)C)C(F)(F)F)cc1)S(=O)(=O)c1ccccc1. Yields the product C#CC(O)(c1ccc(N(CC(C)C)S(=O)(=O)c2ccccc2)cc1)C(F)(F)F. RXN SMILES: [CH2:54]1[O:55][CH2:56][CH2:57][CH2:58]1.[CH3:34][CH2:35][CH2:36][CH2:37][N+:38]([CH2:39][CH2:40][CH2:41][CH3:42])([CH2:43][CH2:44][CH2:45][CH3:46])[CH2:47][CH2:48][CH2:49][CH3:50].[Cl:51][CH2:52][Cl:53].[F-:33].[OH:1][C:2]([C:3]#[C:4][Si:5]([CH3:6])([CH3:7])[CH3:8])([C:9]([F:10])([F:11])[F:12])[c:13]1[cH:14][cH:15][c:16]([N:19]([S:20](=[O:21])(=[O:22])[c:23]2[cH:24][cH:25][cH:26][cH:27][cH:28]2)[CH2:29][CH:30]([CH3:31])[CH3:32])[cH:17][cH:18]1>>[OH:1][C:2]([C:3]#[CH:4])([C:9]([F:10])([F:11])[F:12])[c:13]1[cH:14][cH:15][c:16]([N:19]([S:20](=[O:21])(=[O:22])[c:23]2[cH:24][cH:25][cH:26][cH:27][cH:28]2)[CH2:29][CH:30]([CH3:31])[CH3:32])[cH:17][cH:18]1.